This data is from the Open Reaction Database (ORD), a public repository of structured organic reaction records. The task is: describe an organic reaction: reactants, conditions, products, and yield Starting materials: ClC1=C(C(=O)O)C=C(C(=N1)Cl)F (2,6-dichloro-5-fluoronicotinic acid), C[Li] (methyllithium), O (water), FC(F)(F)I (trifluoromethyl iodide). Solvent: C1CCOC1 (THF), C(C)OCC (diethyl ether). Conditions: temperature -25 celsius, time 1.5 hour. Product: ClC1=C(C(=O)O)C(=C(C(=N1)Cl)F)I (2,6-dichloro-5-fluoro-4-iodonicotinic acid). Reaction SMILES: [Cl:1][C:2]1[N:10]=[C:9]([Cl:11])[C:8]([F:12])=[CH:7][C:3]=1[C:4]([OH:6])=[O:5].C[Li].FC([I:19])(F)F.O>C1COCC1.C(OCC)C>[Cl:1][C:2]1[N:10]=[C:9]([Cl:11])[C:8]([F:12])=[C:7]([I:19])[C:3]=1[C:4]([OH:6])=[O:5]. Procedure: A solution of 2,6-dichloro-5-fluoronicotinic acid (10 g) in THF (100 mL) at −78° C. was treated with 1.6M methyllithium in diethyl ether (62.5 mL), stirred at −25° C. for 1.5 hours, cooled to −78° C., treated with trifluoromethyl iodide (22.6 g) over 30 minutes, stirred at −78° C. for 1.5 hours, −25° C. for 1.5 hours, and 0° C. for two hours, treated with water, concentrated to remove the organic solvents, washed with diethyl ether, acidified with 1M HCl, and extracted with diethyl ether; and th... Reactants: Cn1c(=O)c(Oc2ccc(F)cc2F)cc2c1c(I)nn2C(=O)OC(C)(C)C, CO, OB(O)c1ccccc1Cl, [Na+], [Na+], O=C([O-])[O-], c1ccccc1, c1ccc(P(c2ccccc2)(c2ccccc2)[Pd](P(c2ccccc2)(c2ccccc2)c2ccccc2)(P(c2ccccc2)(c2ccccc2)c2ccccc2)P(c2ccccc2)(c2ccccc2)c2ccccc2)cc1. Yields the product Cn1c(=O)c(Oc2ccc(F)cc2F)cc2c1c(-c1ccccc1Cl)nn2C(=O)OC(C)(C)C. RXN SMILES: [C:1]([CH3:2])([CH3:3])([CH3:4])[O:5][C:6](=[O:7])[n:8]1[n:9][c:10]([I:28])[c:11]2[n:12]([CH3:27])[c:13](=[O:26])[c:14]([O:17][c:18]3[c:19]([F:25])[cH:20][c:21]([F:24])[cH:22][cH:23]3)[cH:15][c:16]12.[CH3:51][OH:52].[Cl:35][c:36]1[c:37]([B:42]([OH:43])[OH:44])[cH:38][cH:39][cH:40][cH:41]1.[Na+:29].[Na+:30].[O-:31][C:32](=[O:33])[O-:34].[cH:45]1[cH:46][cH:47][cH:48][cH:49][cH:50]1.[cH:53]1[cH:54][cH:55][c:56]([P:57]([Pd:58]([P:59]([c:60]2[cH:61][cH:62][cH:63][cH:64][cH:65]2)([c:66]2[cH:67][cH:68][cH:69][cH:70][cH:71]2)[c:72]2[cH:73][cH:74][cH:75][cH:76][cH:77]2)([P:78]([c:79]2[cH:80][cH:81][cH:82][cH:83][cH:84]2)([c:85]2[cH:86][cH:87][cH:88][cH:89][cH:90]2)[c:91]2[cH:92][cH:93][cH:94][cH:95][cH:96]2)[P:97]([c:98]2[cH:99][cH:100][cH:101][cH:102][cH:103]2)([c:104]2[cH:105][cH:106][cH:107][cH:108][cH:109]2)[c:110]2[cH:111][cH:112][cH:113][cH:114][cH:115]2)([c:116]2[cH:117][cH:118][cH:119][cH:120][cH:121]2)[c:122]2[cH:123][cH:124][cH:125][cH:126][cH:127]2)[cH:128][cH:129]1>>[C:1]([CH3:2])([CH3:3])([CH3:4])[O:5][C:6](=[O:7])[n:8]1[n:9][c:10](-[c:37]2[c:36]([Cl:35])[cH:41][cH:40][cH:39][cH:38]2)[c:11]2[n:12]([CH3:27])[c:13](=[O:26])[c:14]([O:17][c:18]3[c:19]([F:25])[cH:20][c:21]([F:24])[cH:22][cH:23]3)[cH:15][c:16]12. The reactants are N1(CCOCC1)C=1C=CC(=C(C1)N)[N+](=O)[O-] (5-morpholin-4-yl-2-nitro-phenylamine), [H][H] (hydrogen). The reagents and catalysts are [Pd] (palladium on carbon). The solvent is C(C)(=O)O (acetic acid), C(C)O (ethanol). Yields the product N1(CCOCC1)C=1C=C(C(=CC1)N)N (4-morpholin-4-yl-benzene-1,2-diamine), crude green solid. Reaction SMILES: [N:1]1([C:7]2[CH:8]=[CH:9][C:10]([N+:14]([O-])=O)=[C:11]([NH2:13])[CH:12]=2)[CH2:6][CH2:5][O:4][CH2:3][CH2:2]1.[H][H]>C(O)(=O)C.C(O)C.[Pd]>[N:1]1([C:7]2[CH:12]=[C:11]([NH2:13])[C:10]([NH2:14])=[CH:9][CH:8]=2)[CH2:6][CH2:5][O:4][CH2:3][CH2:2]1. Procedure: A solution of 5-morpholin-4-yl-2-nitro-phenylamine (4.0 g, 0.02 mol) in acetic acid (100 mL) and ethanol (100 mL) was treated with hydrogen gas (60 psi) for 30 min in the presence of palladium on carbon catalyst (0.5 g, 10% Pd). The catalyst was removed by filtration through CELITE®, and the filtrate was concentrated to a syrup and dried in vacuo to afford the intermediate 4-morpholin-4-yl-benzene-1,2-diamine as a crude green solid (3.2 g). The reactants are ClC1=CC=C(C=C1)S (4-chloro-benzenethiol), BrC1=C(C=C(C=C1)F)I (1-bromo-4-fluoro-2-iodo-benzene). Reaction SMILES: [Cl:1][C:2]1[CH:7]=[CH:6][C:5]([SH:8])=[CH:4][CH:3]=1.[Br:9][C:10]1[CH:15]=[CH:14][C:13]([F:16])=[CH:12][C:11]=1I>>[Br:9][C:10]1[CH:15]=[CH:14][C:13]([F:16])=[CH:12][C:11]=1[S:8][C:5]1[CH:6]=[CH:7][C:2]([Cl:1])=[CH:3][CH:4]=1. Procedure details: Prepared from 4-chloro-benzenethiol and 1-bromo-4-fluoro-2-iodo-benzene. Yields the product BrC1=C(C=C(C=C1)F)SC1=CC=C(C=C1)Cl (1-Bromo-2-(4-chloro-phenylsulfanyl)-4-fluoro-benzene). Reactants: O=C([O-])[O-], CCCCO, CCOC(C)=O, ClCCNCCCl, Cl, Cl, [K+], [K+], Nc1cccc2[nH]ccc12. Product: c1cc(N2CCNCC2)c2cc[nH]c2c1. As a reaction SMILES: [C:19](=[O:20])([O-:21])[O-:22].[CH2:26]([OH:27])[CH2:28][CH2:29][CH3:30].[CH3:31][CH2:32][O:33][C:34](=[O:35])[CH3:36].[Cl:12][CH2:13][CH2:14][NH:15][CH2:16][CH2:17][Cl:18].[ClH:11].[ClH:25].[K+:23].[K+:24].[NH2:1][c:2]1[c:3]2[cH:4][cH:5][nH:6][c:7]2[cH:8][cH:9][cH:10]1>>[N:1]1([c:2]2[c:3]3[cH:4][cH:5][nH:6][c:7]3[cH:8][cH:9][cH:10]2)[CH2:13][CH2:14][NH:15][CH2:16][CH2:17]1. Reactants: C(C1=CC=CC=C1)(C1=CC=CC=C1)(C1=CC=CC=C1)NC=1SC=C(N1)C(C(=O)NC1[C@@H]2N(C(=C(CS2)\C=C/CCl)C(=O)OC(C2=CC=CC=C2)C2=CC=CC=C2)C1=O)=NOC (diphenylmethyl 7-[2-(2-tritylaminothia-zol-4-yl)-2-methoxyiminoacetamido]-3-[(Z)-3-chloropropen-1-yl]-3-cephem-4-carboxylate), CS(=O)C (DMSO). Reagents/catalysts: [N+](=O)([O-])[O-].[Ag+] (silver nitrate). The solvent is O (water), O (water). Conditions: time 6 hour. The product is C(C1=CC=CC=C1)(C1=CC=CC=C1)(C1=CC=CC=C1)NC=1SC=C(N1)C(C(=O)NC1[C@@H]2N(C(=C(CS2)\C=C\CO)C(=O)OC(C2=CC=CC=C2)C2=CC=CC=C2)C1=O)=NOC (Diphenylmethyl 7-[2-(2-tritylaminothiazol-4-yl)-2-methoxyiminoacetamido]-3-[(E)-3-hydroxypropen- 1-yl]-3-cephem-4-carboxylate). The yield is 65.0%. As a reaction SMILES: [C:1]([NH:20][C:21]1[S:22][CH:23]=[C:24]([C:26](=[N:59][O:60][CH3:61])[C:27]([NH:29][CH:30]2[C:57](=[O:58])[N:32]3[C:33]([C:41]([O:43][CH:44]([C:51]4[CH:56]=[CH:55][CH:54]=[CH:53][CH:52]=4)[C:45]4[CH:50]=[CH:49][CH:48]=[CH:47][CH:46]=4)=[O:42])=[C:34](/[CH:37]=[CH:38]\[CH2:39]Cl)[CH2:35][S:36][C@H:31]23)=[O:28])[N:25]=1)([C:14]1[CH:19]=[CH:18][CH:17]=[CH:16][CH:15]=1)([C:8]1[CH:13]=[CH:12][CH:11]=[CH:10][CH:9]=1)[C:2]1[CH:7]=[CH:6][CH:5]=[CH:4][CH:3]=1.CS(C)=[O:64]>O.[N+]([O-])([O-])=O.[Ag+]>[C:1]([NH:20][C:21]1[S:22][CH:23]=[C:24]([C:26](=[N:59][O:60][CH3:61])[C:27]([NH:29][CH:30]2[C:57](=[O:58])[N:32]3[C:33]([C:41]([O:43][CH:44]([C:51]4[CH:56]=[CH:55][CH:54]=[CH:53][CH:52]=4)[C:45]4[CH:50]=[CH:49][CH:48]=[CH:47][CH:46]=4)=[O:42])=[C:34](/[CH:37]=[CH:38]/[CH2:39][OH:64])[CH2:35][S:36][C@H:31]23)=[O:28])[N:25]=1)([C:14]1[CH:19]=[CH:18][CH:17]=[CH:16][CH:15]=1)([C:8]1[CH:13]=[CH:12][CH:11]=[CH:10][CH:9]=1)[C:2]1[CH:7]=[CH:6][CH:5]=[CH:4][CH:3]=1 |f:3.4|. Procedure: To a mixture of diphenylmethyl 7-[2-(2-tritylaminothia-zol-4-yl)-2-methoxyiminoacetamido]-3-[(Z)-3-chloropropen-1-yl]-3-cephem-4-carboxylate (IIa) (715 mg, 0.825 mmol) in DMSO (9 ml) and water (2.5 ml) was added silver nitrate (700 mg) under cooling and the mixture was stirred for 6 hours at room temperature. The mixture was poured into water (50 ml) and extracted with CHCl3 (300 ml). The organic phase was washed with water and concentrated under reduced pressure. The residue was chromatographed...